This data is from the Open Reaction Database (ORD), a public repository of structured organic reaction records. The task is: describe an organic reaction: reactants, conditions, products, and yield Starting materials: BrC1=C(C=C(C=C1)F)COCOC (2-Bromo-5-fluoro-[1-(methoxymethoxy)methyl]benzene), C(CCC)[Li] (n-butyllithium), Cl (HCl), B(OC(C)C)(OC(C)C)OC(C)C ((i-PrO)3B). Solvent: C1CCOC1 (THF), O (Water). Run at time 5 minute. Product: FC=1C=CC2=C(COB2O)C1 (1,3-Dihydro-5-fluoro-1-hydroxy-2,1-benzoxaborole). The yield is 60.4%. RXN SMILES: Br[C:2]1[CH:7]=[CH:6][C:5]([F:8])=[CH:4][C:3]=1[CH2:9][O:10]COC.C([Li])CCC.[B:19](OC(C)C)(OC(C)C)[O:20]C(C)C.Cl>C1COCC1.O>[F:8][C:5]1[CH:6]=[CH:7][C:2]2[B:19]([OH:20])[O:10][CH2:9][C:3]=2[CH:4]=1. Procedure details: To a solution of 5b (73.2 g, 293 mmol) in dry THF (400 mL) was added n-butyllithium (1.6 M in hexanes; 200 mL) over 45 min at −78° C. under nitrogen atmosphere. Anion precipitated. After 5 min, (i-PrO)3B (76.0 mL, 330 mmol) was added over 10 min, and the mixture was allowed to warm to room temperature over 1.5 h. Water and 6 N HCl (55 mL) were added, and the solvent was removed under reduced pressure to about a half volume. The mixture was poured into ethyl acetate and water. The organic layer w... Reactants: [Al+3], C=C1CC(=O)OC1=O, ClCCl, Cc1ccccc1, [Cl-], [Cl-], [Cl-]. The product is C=C(CC(=O)c1ccc(C)cc1)C(=O)O. RXN SMILES: [Al+3:17].[C:8]1(=[O:15])[C:9](=[CH2:10])[CH2:11][C:12](=[O:13])[O:14]1.[CH2:20]([Cl:21])[Cl:22].[CH3:1][c:2]1[cH:3][cH:4][cH:5][cH:6][cH:7]1.[Cl-:16].[Cl-:18].[Cl-:19]>>[CH3:1][c:2]1[cH:3][cH:4][c:5]([C:12]([CH2:11][C:9]([C:8](=[O:14])[OH:15])=[CH2:10])=[O:13])[cH:6][cH:7]1. Reactants: COC(C1=CC(=CC=C1)C=CC1=C(C=C(C=C1)OCC=1N(N=CC1C(C)C)C1=C(C=CC=C1)C(F)(F)F)C)=O (3-(2-{4-[4-isopropyl-2-(2-trifluoromethyl-phenyl)-2H-pyrazol-3-ylmethoxy]-2-methyl-phenyl}-vinyl)-benzoic acid methyl ester), [Li+].[OH-].O (LiOH H2O). Solvent: O1CCOCC1 (1,4-dioxane). Run at temperature 50 celsius, time 8 hour. Yields the product C(C)(C)C1=C(N(N=C1)C1=C(C=CC=C1)C(F)(F)F)COC1=CC(=C(C=C1)C=CC=1C=C(C(=O)O)C=CC1)C (3-(2-{4-[4-Isopropyl-2-(2-trifluoromethyl-phenyl)-2H-pyrazol-3-ylmethoxy]-2-methyl-phenyl}-vinyl)-benzoic Acid). Yield: 99.1%. Reaction SMILES: C[O:2][C:3](=[O:39])[C:4]1[CH:9]=[CH:8][CH:7]=[C:6]([CH:10]=[CH:11][C:12]2[CH:17]=[CH:16][C:15]([O:18][CH2:19][C:20]3[N:21]([C:28]4[CH:33]=[CH:32][CH:31]=[CH:30][C:29]=4[C:34]([F:37])([F:36])[F:35])[N:22]=[CH:23][C:24]=3[CH:25]([CH3:27])[CH3:26])=[CH:14][C:13]=2[CH3:38])[CH:5]=1.[Li+].[OH-].O>O1CCOCC1>[CH:25]([C:24]1[CH:23]=[N:22][N:21]([C:28]2[CH:33]=[CH:32][CH:31]=[CH:30][C:29]=2[C:34]([F:35])([F:36])[F:37])[C:20]=1[CH2:19][O:18][C:15]1[CH:16]=[CH:17][C:12]([CH:11]=[CH:10][C:6]2[CH:5]=[C:4]([CH:9]=[CH:8][CH:7]=2)[C:3]([OH:39])=[O:2])=[C:13]([CH3:38])[CH:14]=1)([CH3:27])[CH3:26] |f:1.2.3|. Procedure details: To a solution of 3-(2-{4-[4-isopropyl-2-(2-trifluoromethyl-phenyl)-2H-pyrazol-3-ylmethoxy]-2-methyl-phenyl}-vinyl)-benzoic acid methyl ester (136 mg, 0.25 mmol) in 1,4-dioxane (7 mL) is added 2N LiOH/H2O (3 mL). The reaction mixture is stirred at 50° C. overnight. The solvent is evaporated and the residue is partitioned between EtOAc and 1N HCl. The layers are separated and the organic phase is washed with water and concentrated to give the title compound (129 mg, 97%). LC-ES-MS m/e 521 (M+1), 1... Run in ClCCl (dichloromethane). RXN SMILES: [NH2:1][C@@H:2]1[C:20](=[O:21])[N:4]2[C:5]([C:17]([OH:19])=[O:18])=[C:6]([CH2:9][O:10][C:11](=[O:16])[CH2:12][C:13](=[O:15])[CH3:14])[CH2:7][S:8][C@H:3]12.C[Si](C([Si](C)(C)C)C(N)=O)(C)C.Cl.[NH2:35][C:36]1[S:40][N:39]=[C:38](/[C:41](=[N:45]/[O:46][CH3:47])/[C:42](Cl)=[O:43])[N:37]=1.P(Cl)(Cl)(Cl)(Cl)Cl>ClCCl>[NH2:35][C:36]1[S:40][N:39]=[C:38](/[C:41](=[N:45]/[O:46][CH3:47])/[C:42]([NH:1][C@@H:2]2[C:20](=[O:21])[N:4]3[C:5]([C:17]([OH:19])=[O:18])=[C:6]([CH2:9][O:10][C:11](=[O:16])[CH2:12][C:13](=[O:15])[CH3:14])[CH2:7][S:8][C@H:3]23)=[O:43])[N:37]=1 |f:2.3|. Isolated yield 82.0%. Product: 11.8, NC1=NC(=NS1)/C(/C(=O)N[C@H]1[C@@H]2N(C(=C(CS2)COC(CC(C)=O)=O)C(=O)O)C1=O)=N/OC (7β-[2-(5-Amino-1,2,4-thiadiazol-3-yl)-2(Z)-methoxyiminoacetamido]-3-(3-oxobutyryloxymethyl)-3-cephem-4-carboxylic acid). Procedure: In 240 ml of dichloromethane is suspended 9.06 g of 7β-amino-3-(3-oxobutyryloxymethyl)-3-cephem-4-carboxylic acid. To the suspension is added 28.9 g of bistrimethylsilylacetamide and the mixture is stirred at room temperature until complete dissolution and cooled in an ice-water bath. To this solution, 2-(5-amino-1,2,4-thiadiazol-3-yl)-2(Z)-methoxyiminoacetyl chloride hydrochloride prepared from 5.83 g of 2-(5-amino-1,2,4-thiadiazol-3yl)-2(Z)-methoximinoacetic acid and 6.02 g of phosphorus penta... Starting materials: Cl.NC1=NC(=NS1)/C(/C(=O)Cl)=N/OC (2-(5-amino-1,2,4-thiadiazol-3-yl)-2(Z)-methoxyiminoacetyl chloride hydrochloride), P(Cl)(Cl)(Cl)(Cl)Cl (phosphorus pentachloride), N[C@H]1[C@@H]2N(C(=C(CS2)COC(CC(C)=O)=O)C(=O)O)C1=O (7β-amino-3-(3-oxobutyryloxymethyl)-3-cephem-4-carboxylic acid), C[Si](C)(C)C(C(=O)N)[Si](C)(C)C (bistrimethylsilylacetamide). Reactants: 1,2-(di-tert-butyl)trimethylamine, C(\C=C\CCCC)(=O)O ((E)-2-heptenoic acid), C1(=CC=CC=C1)C (toluene). Yields the product C(\C=C\CCCC)(=O)OC(C)(C)C (tert-butyl (E)-2-heptenoate). Reaction SMILES: [C:1]([OH:9])(=[O:8])/[CH:2]=[CH:3]/[CH2:4][CH2:5][CH2:6][CH3:7].[C:10]1([CH3:16])[CH:15]=CC=C[CH:11]=1>>[C:1]([O:9][C:10]([CH3:16])([CH3:15])[CH3:11])(=[O:8])/[CH:2]=[CH:3]/[CH2:4][CH2:5][CH2:6][CH3:7]. Reported procedure: 74.79 ml (312 mmol) of 1,2-(di-tert-butyl)trimethylamine were added to a stirred mixture of 5 g (39 mmol) of (E)-2-heptenoic acid in 100 ml of toluene at 80° C. The mixture was stirred under reflux for 30 minutes and then cooled to room temperature. The mixture was washed in sequence with water and saturated sodium bicarbonate solution, then dried over anhydrous magnesium sulphate and filtered. The solvent was removed by evaporation. There were obtained 7.5 g of tert-butyl (E)-2-heptenoate as a ... Starting materials: FC1=C(OC=2C=NN(C(C2)=O)C(C(=O)O)CC(C)C)C(=CC=C1)F (2-[4-(2,6-difluoro-phenoxy)-6-oxo-6H-pyridazin-1-yl]-4-methyl-pentanoic acid), CC1(OC[C@H](O1)CN1N=C(C=C1)N)C (1-((R)-2,2-dimethyl-[1,3]dioxolan-4-ylmethyl)-1H-pyrazol-3-ylamine), FC1=C(OC=2C=NN(C(C2)=O)C(C(=O)O)CC(C)C)C(=CC=C1)F (2-[4-(2,6-difluoro-phenoxy)-6-oxo-6H-pyridazin-1-yl]-4-methyl-pentanoic acid), CC1(OC[C@H](O1)CN1N=C(C=C1)N)C (1-((R)-2,2-dimethyl-[1,3]dioxolan-4-ylmethyl)-1H-pyrazol-3-ylamine). The product is CC1(OC[C@H](O1)CN1N=C(C=C1)NC(C(CC(C)C)N1N=CC(=CC1=O)OC1=C(C=CC=C1F)F)=O)C (2-[4-(2,6-difluoro-phenoxy)-6-oxo-6H-pyridazin-1-yl]-4-methyl-pentanoic acid [1-((R)-2,2-dimethyl-[1,3]dioxolan-4-ylmethyl)-1H-pyrazol-3-yl]-amide). Reaction SMILES: [F:1][C:2]1[CH:23]=[CH:22][CH:21]=[C:20]([F:24])[C:3]=1[O:4][C:5]1[CH:6]=[N:7][N:8]([CH:12]([CH2:16][CH:17]([CH3:19])[CH3:18])[C:13]([OH:15])=O)[C:9](=[O:11])[CH:10]=1.[CH3:25][C:26]1([CH3:38])[O:30][C@H:29]([CH2:31][N:32]2[CH:36]=[CH:35][C:34]([NH2:37])=[N:33]2)[CH2:28][O:27]1>>[CH3:25][C:26]1([CH3:38])[O:30][C@H:29]([CH2:31][N:32]2[CH:36]=[CH:35][C:34]([NH:37][C:13](=[O:15])[CH:12]([N:8]3[C:9](=[O:11])[CH:10]=[C:5]([O:4][C:3]4[C:20]([F:24])=[CH:21][CH:22]=[CH:23][C:2]=4[F:1])[CH:6]=[N:7]3)[CH2:16][CH:17]([CH3:19])[CH3:18])=[N:33]2)[CH2:28][O:27]1. Procedure details: Using the method described in Example 49, 2-[4-(2,6-difluoro-phenoxy)-6-oxo-6H-pyridazin-1-yl]-4-methyl-pentanoic acid (Intermediate 28) and 1-((R)-2,2-dimethyl-[1,3]dioxolan-4-ylmethyl)-1H-pyrazol-3-ylamine (Intermediate 4) afforded 2-[4-(2,6-difluoro-phenoxy)-6-oxo-6H-pyridazin-1-yl]-4-methyl-pentanoic acid [1-((R)-2,2-dimethyl-[1,3]dioxolan-4-ylmethyl)-1H-pyrazol-3-yl]-amide as an off-white solid as a mixture of diastereoisomers (1.21 g, 79%); ES+-HRMS m/e calcd for C25H29N5O5F2 [M+H+] 518.22... The reactants are ClC=1N=NC(=CC1)C1=C(C=CC(=C1)C(F)(F)F)Cl (3-chloro-6-[2-chloro-5-(trifluoromethyl)phenyl]pyridazine), C(C)(=O)NN (acetylhydrazine). The solvent is C(CCC)O (n-butanol). The product is CC1=NN=C2N1N=C(C=C2)C2=C(C=CC(=C2)C(F)(F)F)Cl (3-methyl-6-[2-chloro-5-(trifluoromethyl)phenyl]-1,2,4-triazolo[4,3-b]pyridazine). RXN SMILES: Cl[C:2]1[N:3]=[N:4][C:5]([C:8]2[CH:13]=[C:12]([C:14]([F:17])([F:16])[F:15])[CH:11]=[CH:10][C:9]=2[Cl:18])=[CH:6][CH:7]=1.[C:19]([NH:22][NH2:23])(=O)[CH3:20]>C(O)CCC>[CH3:20][C:19]1[N:3]2[N:4]=[C:5]([C:8]3[CH:13]=[C:12]([C:14]([F:17])([F:16])[F:15])[CH:11]=[CH:10][C:9]=3[Cl:18])[CH:6]=[CH:7][C:2]2=[N:23][N:22]=1. Procedure details: As in Example 36, a mixture of 2.2 g. of 3-chloro-6-[2-chloro-5-(trifluoromethyl)phenyl]pyridazine and 1.11 g. of acetylhydrazine in 50 ml. of n-butanol is refluxed for 48 hours to give the product of the example. The reactants are [Na] (sodium), CN(C=O)C (dimethylformamide), BrC=1C=C2C=CNC(C2=CC1)=O (6-bromo-2H-isoquinoline-1-one), CI (methyl iodide). Solvent: O (water). Run at time 30 minute. The product is BrC=1C=C2C=CN(C(C2=CC1)=O)C (6-bromo-2-methylisoquinoline-1-one). Reaction SMILES: [Na].[CH3:2][N:3]([CH3:6])[CH:4]=[O:5].[Br:7][C:8]1[CH:9]=[C:10]2[C:15](=[CH:16][CH:17]=1)C(=O)NC=[CH:11]2.CI>O>[Br:7][C:8]1[CH:9]=[C:10]2[C:15](=[CH:16][CH:17]=1)[C:4](=[O:5])[N:3]([CH3:6])[CH:2]=[CH:11]2 |^1:0|. Reported procedure: Under nitrogen atmosphere, 60% sodium hydrogenate (18 mg) was added at 0° C. to 2 ml solution of dimethylformamide with 100 mg of 6-bromo-2H-isoquinoline-1-one, and the mixture was stirred for 30 min. Then, 0.03 ml of methyl iodide was added at 0° C., stirred at room temperature for 2 hours. Cold water was added to the reaction solution, extracted with chloroform. Chloroform layer was washed with saturated saline solution, dried with anhydrous sodium sulfate. After distilling out the solvents un... Starting materials: O (water), COC1=CC=C(C=C1)CCC(=O)Cl (3-(4-Methoxyphenyl)propionyl chloride), C(CC(=O)C)(=O)OCC (ethyl acetoacetate), [Na] (sodium). The solvent is CCOCC (ether). Conditions: time 16 hour. The product is COC1=CC=C(C=C1)CCC(CC(=O)OCC)=O (5-(4-Methoxyphenyl)-3-oxopentanoic acid, ethyl ester). Yield: 28.0%. As a reaction SMILES: [CH3:1][O:2][C:3]1[CH:8]=[CH:7][C:6]([CH2:9][CH2:10][C:11](Cl)=[O:12])=[CH:5][CH:4]=1.[C:14]([O:20][CH2:21][CH3:22])(=[O:19])[CH2:15]C(C)=O.[Na].O>CCOCC>[CH3:1][O:2][C:3]1[CH:8]=[CH:7][C:6]([CH2:9][CH2:10][C:11](=[O:12])[CH2:15][C:14]([O:20][CH2:21][CH3:22])=[O:19])=[CH:5][CH:4]=1 |^1:22|. Procedure: 3-(4-Methoxyphenyl)propionyl chloride (84.6 g, 0.426 mole) was added to a stirred suspension of ethyl acetoacetate, sodium salt (64.7 g, 0.426 mole) in ether (250 ml) over a period of 1.5 hours and the reaction was allowed to sit for 16 hours. The reaction mixture was treated with water (100 ml) and extracted with ether. The ether extract was cooled in an ice bath and ammonia gas was bubbled into the solution for 2.5 hours while the reactants were allowed to warm to room temperature. The reactio...